From a dataset of the Open Reaction Database (ORD), a public repository of structured organic reaction records. describe an organic reaction: reactants, conditions, products, and yield Reactants: [H-].[Na+] (Sodium hydride), FC(CO)(F)F (2,2,2-trifluoroethanol), FC1=C(C#N)C=C(C=C1)C=O (2-fluoro-5-formylbenzonitrile). Solvent: CN(C)C=O (DMF). Run at time 10 minute. The product is C(=O)C=1C=CC(=C(C#N)C1)OCC(F)(F)F (5-formyl-2-[(2,2,2-trifluoroethyl)oxy]benzonitrile). Yield: 50.4%. RXN SMILES: [F:1][C:2]([F:6])([F:5])[CH2:3][OH:4].[H-].[Na+].F[C:10]1[CH:17]=[CH:16][C:15]([CH:18]=[O:19])=[CH:14][C:11]=1[C:12]#[N:13]>CN(C=O)C>[CH:18]([C:15]1[CH:16]=[CH:17][C:10]([O:4][CH2:3][C:2]([F:6])([F:5])[F:1])=[C:11]([CH:14]=1)[C:12]#[N:13])=[O:19] |f:1.2|. Procedure: A solution of 2,2,2-trifluoroethanol (0.098 ml, 1.341 mmol) in DMF (9 ml) was cooled in an ice bath. Sodium hydride (60%; 38.6 mg, 0.965 mmol) was added and the resulting mixture was stirred for 10 mins before adding 2-fluoro-5-formylbenzonitrile (Aldrich; 200 mg, 1.341 mmol). The ice bath was removed and the reaction mixture was stirred at room temperature overnight. The mixture was partitioned between ethyl acetate (15 ml) and brine (7 ml). The organic layer was washed with water (2×8 ml) and ... Starting materials: [N+](=O)([O-])C1=C(C=CC(=C1)[N+](=O)[O-])Cl (2,4-dinitrochlorobenzene), C(C)(=S)N (thioacetamide), O (water). Run in S1(=O)(=O)CCCC1 (sulpholane). Run at temperature 100 celsius, time 1 hour. Yields the product CC=1SC2=C(N1)C=C(C=C2)[N+](=O)[O-] (2-methyl-5-nitrobenzothiazole). RXN SMILES: [N+:1]([C:4]1[CH:9]=[C:8]([N+:10]([O-:12])=[O:11])[CH:7]=[CH:6][C:5]=1Cl)([O-])=O.[C:14](N)(=[S:16])[CH3:15].O>S1(CCCC1)(=O)=O>[CH3:15][C:14]1[S:16][C:5]2[CH:6]=[CH:7][C:8]([N+:10]([O-:12])=[O:11])=[CH:9][C:4]=2[N:1]=1. Procedure: A suspension of 10.13 g of 2,4-dinitrochlorobenzene and 15 g of thioacetamide in 50 ml of sulpholane was heated to 100° C. and stirred at this temperature for 1 hour. After cooling, the mixture was clarified. 200 ml of water were added to the filtrate. The solid was filtered off with suction, washed with water and dried. RXN SMILES: [F:1][C:2]([F:27])([F:26])[C:3]1[CH:8]=[CH:7][C:6]([C:9]2[C:13]3[CH:14]=[CH:15][C:16](OS(C(F)(F)F)(=O)=O)=[CH:17][C:12]=3[S:11][N:10]=2)=[CH:5][CH:4]=1.[CH2:28]([N:30]([CH2:35][CH2:36][O:37][CH3:38])[CH:31]([CH3:34])[C:32]#[CH:33])[CH3:29]>>[CH2:28]([N:30]([CH2:35][CH2:36][O:37][CH3:38])[CH:31]([CH3:34])[C:32]#[C:33][C:16]1[CH:15]=[CH:14][C:13]2[C:9]([C:6]3[CH:5]=[CH:4][C:3]([C:2]([F:1])([F:26])[F:27])=[CH:8][CH:7]=3)=[N:10][S:11][C:12]=2[CH:17]=1)[CH3:29]. The reactants are FC(C1=CC=C(C=C1)C1=NSC2=C1C=CC(=C2)OS(=O)(=O)C(F)(F)F)(F)F (Trifluoro-methanesulfonic acid 3-(4-trifluoromethyl-phenyl)-benzo[d]isothiazol-6-yl ester), C(C)N(C(C#C)C)CCOC (Ethyl-(2-methoxy-ethyl)-(1-methyl-prop-2-ynyl)-amine). Product: C(C)N(C(C#CC1=CC2=C(C(=NS2)C2=CC=C(C=C2)C(F)(F)F)C=C1)C)CCOC (Ethyl-(2-methoxy-ethyl)-{1-methyl-3-[3-(4-trifluoromethyl-phenyl)-benzo[d]isothiazol-6-yl]-prop-2-ynyl}-amine). Procedure: In analogy to example 14.1, Trifluoro-methanesulfonic acid 3-(4-trifluoromethyl-phenyl)-benzo[d]isothiazol-6-yl ester and Ethyl-(2-methoxy-ethyl)-(1-methyl-prop-2-ynyl)-amine were converted to yield Ethyl-(2-methoxy-ethyl)-{1-methyl-3-[3-(4-trifluoromethyl-phenyl)-benzo[d]isothiazol-6-yl]-prop-2-ynyl}-amine as brown oil, MS: 433 (MH+). Reactants: FC(C1=CC=C(C=C1)[C@]12CNC[C@@H]2C1)(F)F ((1S,5R)-1-[4-(trifluoromethyl)phenyl]-3-azabicyclo[3.1.0]hexane), CN1C(=NN=C1SC)CCCC=O (4-[4-methyl-5-(methylthio)-4H-1,2,4-triazol-3-yl]butanal), CN1C(=NN=C1SC)CCCC=O (4-[4-methyl-5-(methylthio)-4H-1, 2,4-triazol-3-yl]butanal), [BH4-].[Na+] (sodium borohydride), C(Cl)Cl (DCM). Solvent: ClCCCl (1,2-dichloroethane), C(C)(=O)O (acetic acid), C(C)(=O)O (acetic acid), O (water). Run at time 8 hour. The product is Cl.CN1C(=NN=C1SC)CCCCN1C[C@]2(C[C@H]2C1)C1=CC=C(C=C1)C(F)(F)F ((1S,5R)-3-{4-[4-methyl-5-(methylthio)-4H-1,2,4-triazol-3-yl]butyl}-1-[4-(trifluoromethyl)phenyl]-3-azabicyclo[3.1.0]hexane hydrochloride). As a reaction SMILES: [F:1][C:2]([F:16])([F:15])[C:3]1[CH:8]=[CH:7][C:6]([C@:9]23[CH2:14][C@H:13]2[CH2:12][NH:11][CH2:10]3)=[CH:5][CH:4]=1.[CH3:17][N:18]1[C:22]([S:23][CH3:24])=[N:21][N:20]=[C:19]1[CH2:25][CH2:26][CH2:27][CH:28]=O.[BH4-].[Na+].C(Cl)[Cl:33]>ClCCCl.C(O)(=O)C.O>[ClH:33].[CH3:17][N:18]1[C:22]([S:23][CH3:24])=[N:21][N:20]=[C:19]1[CH2:25][CH2:26][CH2:27][CH2:28][N:11]1[CH2:12][C@H:13]2[C@:9]([C:6]3[CH:5]=[CH:4][C:3]([C:2]([F:1])([F:15])[F:16])=[CH:8][CH:7]=3)([CH2:14]2)[CH2:10]1 |f:2.3,8.9|. Reported procedure: To a stirred solution of (1S,5R)-1-[4-(trifluoromethyl)phenyl]-3-azabicyclo[3.1.0]hexane (40 mg) and 4-[4-methyl-5-(methylthio)-4H-1,2,4-triazol-3-yl]butanal (40 mg) in 1,2-dichloroethane (4 ml) sodium borohydride (76 mg) and acetic acid (20 μl) were added and the reaction mixture was stirred overnight at room temperature. Then an additional amount of 4-[4-methyl-5-(methylthio)-4H-1, 2,4-triazol-3-yl]butanal (48 mg), sodium borohydride (76 mg) and acetic acid (20 μl) were added and the stirring ... Reactants: C(C)#N (Acetonitrile), C=O (formaldehyde), S1C(=NC2=C1C=CC=C2)C=2C(=NC=C(C2)C=2C=NN(C2)C2CCNCC2)N (3-(1,3-benzothiazol-2-yl)-5-[1-(4-piperidyl)pyrazol-4-yl]pyridin-2-amine), [Na] (Sodium). Solvent: CO (methanol), C(Cl)Cl (DCM). Conditions: time 30 minute. Yields the product S1C(=NC2=C1C=CC=C2)C=2C(=NC=C(C2)C=2C=NN(C2)C2CCN(CC2)C)N (3-(1,3-Benzothiazol-2-yl)-5-[1-(1-methyl-4-piperidyl)pyrazol-4-yl]pyridin-2-amine). RXN SMILES: C=O.[S:3]1[C:7]2[CH:8]=[CH:9][CH:10]=[CH:11][C:6]=2[N:5]=[C:4]1[C:12]1[C:13]([NH2:29])=[N:14][CH:15]=[C:16]([C:18]2[CH:19]=[N:20][N:21]([CH:23]3[CH2:28][CH2:27][NH:26][CH2:25][CH2:24]3)[CH:22]=2)[CH:17]=1.[Na].[C:31](#N)C>CO.C(Cl)Cl>[S:3]1[C:7]2[CH:8]=[CH:9][CH:10]=[CH:11][C:6]=2[N:5]=[C:4]1[C:12]1[C:13]([NH2:29])=[N:14][CH:15]=[C:16]([C:18]2[CH:19]=[N:20][N:21]([CH:23]3[CH2:24][CH2:25][N:26]([CH3:31])[CH2:27][CH2:28]3)[CH:22]=2)[CH:17]=1 |^1:29|. Reported procedure: 37% Aqueous formaldehyde (0.060 ml) was added to a stirred solution of 3-(1,3-benzothiazol-2-yl)-5-[1-(4-piperidyl)pyrazol-4-yl]pyridin-2-amine (0.250 g) dissolved in methanol (2.5 ml) and DCM (2.5 ml). Sodium triacetoxyhydroborate (0.141 g) was added and the resulting solution was for 30 minutes. The mixture was concentrated. DCM and 7N methanol/ammonia were added. The mixture was concentrated on silica gel and the residue was purified by flash chromatography on silica gel eluting with 2 to 10%... Reactants: CN(C(=O)CN1C(=O)COc2cc(Cl)c(Cl)cc21)C(CN1CCOCC1)c1ccc(Br)cc1, CS(=O)(=O)Nc1ccc(B(O)O)cc1. Product: CN(C(=O)CN1C(=O)COc2cc(Cl)c(Cl)cc21)C(CN1CCOCC1)c1ccc(-c2ccc(NS(C)(=O)=O)cc2)cc1. RXN SMILES: [Br:1][c:2]1[cH:3][cH:4][c:5]([CH:8]([CH2:9][N:10]2[CH2:11][CH2:12][O:13][CH2:14][CH2:15]2)[N:16]([C:17]([CH2:18][N:19]2[C:20](=[O:31])[CH2:21][O:22][c:23]3[c:24]2[cH:25][c:26]([Cl:30])[c:27]([Cl:29])[cH:28]3)=[O:32])[CH3:33])[cH:6][cH:7]1.[CH3:34][S:35](=[O:36])(=[O:37])[NH:38][c:39]1[cH:40][cH:41][c:42]([B:45]([OH:46])[OH:47])[cH:43][cH:44]1>>[c:2]1(-[c:42]2[cH:41][cH:40][c:39]([NH:38][S:35]([CH3:34])(=[O:36])=[O:37])[cH:44][cH:43]2)[cH:3][cH:4][c:5]([CH:8]([CH2:9][N:10]2[CH2:11][CH2:12][O:13][CH2:14][CH2:15]2)[N:16]([C:17]([CH2:18][N:19]2[C:20](=[O:31])[CH2:21][O:22][c:23]3[c:24]2[cH:25][c:26]([Cl:30])[c:27]([Cl:29])[cH:28]3)=[O:32])[CH3:33])[cH:6][cH:7]1. The reactants are C#N (hydrogen cyanide), C=CC=C (butadiene), C#N (hydrogen cyanide), C=CC=C (butadiene), cis- and trans-3-pentenenitrile, C(CCC=C)#N (4-pentenenitrile), nickel tetrakis-tritolylphosphite, C(CCCCC#N)#N (adiponitrile). Reagents/catalysts: [Ni] (nickel). The product is C(CCC=C)#N (4-pentenenitrile), C(CC=CC)#N (3-pentenenitrile). Reaction SMILES: C#N.C=CC=C.C(#N)[CH2:8][CH2:9][CH2:10][CH2:11][C:12]#[N:13].[C:15](#[N:20])[CH2:16][CH2:17][CH:18]=[CH2:19]>[Ni]>[C:12](#[N:13])[CH2:11][CH2:10][CH:9]=[CH2:8].[C:15](#[N:20])[CH2:16][CH:17]=[CH:18][CH3:19]. Procedure: The process of the present invention is applied to a waste stream from a process which involves the direct addition of two molecules of hydrogen cyanide to a molecule of butadiene thereby producing adiponitrile. The process is conducted in two steps. With reference to the drawing, the first step (reactor 1) involves the addition of one molecule of hydrogen cyanide (stream 2) to dry butadiene (stream 3) in the presence of a catalyst (stream 4) consisting of zero-valent nickel usually in the form ...